This data is from the Open Reaction Database (ORD), a public repository of structured organic reaction records. The task is: describe an organic reaction: reactants, conditions, products, and yield The reactants are Cl (hydrochloric acid), C1(=CC=C(C=C1)S(=O)(=O)OCCC[Si](C)(C)CCCC)C (3-(butyldimethylsilyl)propyl p-toluenesulfonate), C1(O)=CC=C(O)C=C1 (hydroquinone), [OH-].[K+] (potassium hydroxide). The solvent is O (water), C(C)O (ethanol), CO (methanol). Conditions: temperature 65 celsius. Yields the product C(CCC)[Si](CCCOC1=CC=C(C=C1)O)(C)C (4-[3-(butyldimethylsilyl)propoxy]phenol). Yield: 50.6%. Reaction SMILES: C1(C)C=CC(S(O[CH2:11][CH2:12][CH2:13][Si:14]([CH2:17][CH2:18][CH2:19][CH3:20])([CH3:16])[CH3:15])(=O)=O)=CC=1.[C:22]1([CH:29]=[CH:28][C:26]([OH:27])=[CH:25][CH:24]=1)[OH:23].[OH-].[K+].Cl>O.C(O)C.CO>[CH2:17]([Si:14]([CH3:16])([CH3:15])[CH2:13][CH2:12][CH2:11][O:23][C:22]1[CH:29]=[CH:28][C:26]([OH:27])=[CH:25][CH:24]=1)[CH2:18][CH2:19][CH3:20] |f:2.3|. Procedure details: The above-obtained 3-(butyldimethylsilyl)propyl p-toluenesulfonate was added dropwise in 45 min. to a mixture of 2.32 g (21.1 mM) of hydroquinone, 1.13 g (17.1 mM) of 85 %-potassium hydroxide, 6 ml of methanol and 30 ml of ethanol under stirring at 65° C., followed by stirring for 0.5 hour and further stirring for 6 hour at 80° C. After the reaction, the reaction mixture was poured into cold water, acidified with hydrochloric acid (pH≈2) and extracted with ethyl acetate, followed by washing with... Reactants: FC=1C=CC2=C(C(N(CC=3N2C=NC3C(N)=NO)C)=O)C1 (8-fluoro-5,6-dihydro-5-methyl-6-oxo-4H-imidazo[1,5-a][1,4]benzodiazepine-3-carboxamidoxime), ClCC(=O)OC(CCl)=O (chloroacetic anhydride). Solvent: CN(C=O)C (dimethylformamide). Reaction conditions: time 2 hour. Yields the product ClCC1=NC(=NO1)C=1N=CN2C1CN(C(C1=C2C=CC(=C1)F)=O)C (3-(5-chloromethyl-1,2,4-oxadiazol-3-yl)-8-fluoro-5-methyl-5,6-dihydro-4H-imidazo[1,5-a][1,4]benzodiazepin-6-one). The yield is 58.2%. As a reaction SMILES: [F:1][C:2]1[CH:3]=[CH:4][C:5]2[N:11]3[CH:12]=[N:13][C:14]([C:15](=[N:17][OH:18])[NH2:16])=[C:10]3[CH2:9][N:8]([CH3:19])[C:7](=[O:20])[C:6]=2[CH:21]=1.[Cl:22][CH2:23][C:24](OC(=O)CCl)=O>CN(C)C=O>[Cl:22][CH2:23][C:24]1[O:18][N:17]=[C:15]([C:14]2[N:13]=[CH:12][N:11]3[C:5]4[CH:4]=[CH:3][C:2]([F:1])=[CH:21][C:6]=4[C:7](=[O:20])[N:8]([CH3:19])[CH2:9][C:10]=23)[N:16]=1. Procedure details: A suspension of 5.8 g (0.020 mol) of 8-fluoro-5,6-dihydro-5-methyl-6-oxo-4H-imidazo[1,5-a][1,4]benzodiazepine-3-carboxamidoxime in 60 ml of dimethylformamide was treated with 3.9 g (0.023 mol) of chloroacetic anhydride. The yellow solution obtained was stirred at 100° for 11/2 hr. and then completely freed from solvents. The oily product crystallized from acetonitrile and was filtered off. The mother liquor was concentrated, the residue was chromatographed over silica gel with dichloromethane/me... The reactants are CCC=COc1ccc([N+](=O)[O-])cc1, Cl, [Fe], [Na+], [OH-], O. The product is CCC=COc1ccc(N)cc1. As a reaction SMILES: [CH:2](=[CH:3][CH2:4][CH3:5])[O:6][c:7]1[cH:8][cH:9][c:10]([N+:13]([O-:14])=[O:15])[cH:11][cH:12]1.[ClH:1].[Fe:19].[Na+:17].[OH-:16].[OH2:18]>>[CH:2](=[CH:3][CH2:4][CH3:5])[O:6][c:7]1[cH:8][cH:9][c:10]([NH2:13])[cH:11][cH:12]1. The reactants are C(CC(O)(C(=O)O)CC(=O)O)(=O)O (citric acid), C(C)(C)(C)OC(=O)N1[C@@H](C[C@@H](C1)NS(=O)(=O)C1=CC=C(C=C1)C#N)C(=O)N1CSCC1 (3-[(2S,4S)-1-tert-Butoxycarbonyl-4-(4-cyanophenylsulfonyl)amino-2-pyrrolidinylcarbonyl]-1,3-thiazolidine), Cl.C(#N)C1=CC=C(C=C1)S(=O)(=O)N[C@H]1C[C@H](NC1)C(=O)N1CSCC1 (3-[(2S,4S)-4-(4-cyanophenylsulfonyl)amino-2-pyrrolidinylcarbonyl]-1,3-thiazolidine hydrochloride), C([O-])([O-])=O.[K+].[K+] (potassium carbonate), C(#N)C1=CC=C(CBr)C=C1 (4-cyanobenzyl bromide). Solvent: CN(C)C=O (DMF). Run at time 4 hour. Product: C(C)(C)(C)OC(=O)N1[C@@H](C[C@@H](C1)N(S(=O)(=O)C1=CC=C(C=C1)C#N)CC1=CC=C(C=C1)C#N)C(=O)N1CSCC1 (3-{(2S,4S)-1-tert-butoxycarbonyl-4-[N-(4-cyanophenylmethyl)-N-(4-cyanophenylsulfonyl)amino]-2-pyrrolidinylcarbonyl}-1,3-thiazolidine). Isolated yield 84.3%. Reaction SMILES: [C:1]([O:5][C:6]([N:8]1[CH2:12][C@@H:11]([NH:13][S:14]([C:17]2[CH:22]=[CH:21][C:20]([C:23]#[N:24])=[CH:19][CH:18]=2)(=[O:16])=[O:15])[CH2:10][C@H:9]1[C:25]([N:27]1[CH2:31][CH2:30][S:29][CH2:28]1)=[O:26])=[O:7])([CH3:4])([CH3:3])[CH3:2].Cl.C(C1C=CC(S(N[C@@H]2CN[C@H](C(N3CCSC3)=O)C2)(=O)=O)=CC=1)#N.C(=O)([O-])[O-].[K+].[K+].[C:63]([C:65]1[CH:72]=[CH:71][C:68]([CH2:69]Br)=[CH:67][CH:66]=1)#[N:64].C(O)(=O)CC(CC(O)=O)(C(O)=O)O>CN(C=O)C>[C:1]([O:5][C:6]([N:8]1[CH2:12][C@@H:11]([N:13]([CH2:69][C:68]2[CH:71]=[CH:72][C:65]([C:63]#[N:64])=[CH:66][CH:67]=2)[S:14]([C:17]2[CH:18]=[CH:19][C:20]([C:23]#[N:24])=[CH:21][CH:22]=2)(=[O:15])=[O:16])[CH2:10][C@H:9]1[C:25]([N:27]1[CH2:31][CH2:30][S:29][CH2:28]1)=[O:26])=[O:7])([CH3:4])([CH3:2])[CH3:3] |f:1.2,3.4.5|. Procedure: 3-[(2S,4S)-1-tert-Butoxycarbonyl-4-(4-cyanophenylsulfonyl)amino-2-pyrrolidinylcarbonyl]-1,3-thiazolidine [product of Example 123 (1), 856 mg] was dissolved in DMF (20 mL), and potassium carbonate (380 mg) and 4-cyanobenzyl bromide (400 mg) were added thereto at room temperature. The mixture was stirred for 4 hr. To the reaction mixture was added 10% citric acid solution, and the precipitate was collected by filtration to give 3-{(2S,4S)-1-tert-butoxycarbonyl-4-[N-(4-cyanophenylmethyl)-N-(4-cyano... Starting materials: C(C)N(C1=CC=C(C(=O)C=2C(=NC=CN2)C(=O)O)C=C1)CC (3-[4-(diethylamino)benzoyl]-2-pyrazinecarboxylic acid), CCCCCCCCC1=CC=C(C=C1)NC2=CC=C(C=C2)CCCCCCCC (4,4'-dioctyldiphenylamine), C(C)(=O)OC(C)=O (acetic anhydride). Conditions: time 8 hour. Product: C(C)N(C1=CC=C(C=C1)C1(OC(C=2C1=NC=CN2)=O)N(C2=CC=C(C=C2)CCCCCCCC)C2=CC=C(C=C2)CCCCCCCC)CC (7-[4-(diethylamino)phenyl]-7-[bis(4-octylphenyl)amino]furo[3,4-b]pyrazine-5(7H)-one). As a reaction SMILES: [CH2:1]([N:3]([CH2:21][CH3:22])[C:4]1[CH:20]=[CH:19][C:7]([C:8]([C:10]2[C:11]([C:16]([OH:18])=[O:17])=[N:12][CH:13]=[CH:14][N:15]=2)=O)=[CH:6][CH:5]=1)[CH3:2].[CH3:23][CH2:24][CH2:25][CH2:26][CH2:27][CH2:28][CH2:29][CH2:30][C:31]1[CH:36]=[CH:35][C:34]([NH:37][C:38]2[CH:43]=[CH:42][C:41]([CH2:44][CH2:45][CH2:46][CH2:47][CH2:48][CH2:49][CH2:50][CH3:51])=[CH:40][CH:39]=2)=[CH:33][CH:32]=1.C(OC(=O)C)(=O)C>>[CH2:21]([N:3]([CH2:1][CH3:2])[C:4]1[CH:20]=[CH:19][C:7]([C:8]2([N:37]([C:38]3[CH:39]=[CH:40][C:41]([CH2:44][CH2:45][CH2:46][CH2:47][CH2:48][CH2:49][CH2:50][CH3:51])=[CH:42][CH:43]=3)[C:34]3[CH:33]=[CH:32][C:31]([CH2:30][CH2:29][CH2:28][CH2:27][CH2:26][CH2:25][CH2:24][CH3:23])=[CH:36][CH:35]=3)[C:10]3=[N:15][CH:14]=[CH:13][N:12]=[C:11]3[C:16](=[O:18])[O:17]2)=[CH:6][CH:5]=1)[CH3:22]. Reported procedure: A mixture containing 0.15 g. of 3-[4-(diethylamino)benzoyl]-2-pyrazinecarboxylic acid, 0.18 g. of 4,4'-dioctyldiphenylamine and 3 ml. of acetic anhydride was gently heated for 5 hours and then allowed to stand overnight. The product, 7-[4-(diethylamino)phenyl]-7-[bis(4-octylphenyl)amino]furo[3,4-b]pyrazine-5(7H)-one was isolated by column chromatography followed by crystallization from hexane to give a peach solid, m.p. 180°-181° C. A toluene solution of this product contacted with acidic clay o... Solvent: Br (hydrobromic acid). Procedure details: A solution of 6-fluoro-2,3,4,5-tetrahydro-2-[[1-(methoxyethyl)-5-methyl -1H-imidazol-4-yl]methyl]-5-methyl-1H-pyrido[4,3-b]indol-1-one and 6-fluoro-2,3,4,5-tetrahydro-2-[[1-(methoxymethyl)-4-methyl-1H-imidazol-5-yl]methyl]-5-methyl-1H-pyrido[4,3-b]indol-1-one (32 mg) in 47% aqueous hydrobromic acid (4 ml) was heated on a steam bath for ca. 2 h. After cooling, the reaction mixture was added to 2N sodium hydroxide (50 ml) and extracted with ethyl acetate (2×50 ml). The combined, dried organic extr... RXN SMILES: [F:1][C:2]1[C:10]2[N:9]([CH3:11])[C:8]3[CH2:12][CH2:13][N:14]([CH2:17][C:18]4[N:19]=[CH:20][N:21](CCOC)[C:22]=4[CH3:23])[C:15](=[O:16])[C:7]=3[C:6]=2[CH:5]=[CH:4][CH:3]=1.FC1C2N(C)C3CCN(CC4N(COC)C=NC=4C)C(=O)C=3C=2C=CC=1.[OH-].[Na+]>Br>[F:1][C:2]1[C:10]2[N:9]([CH3:11])[C:8]3[CH2:12][CH2:13][N:14]([CH2:17][C:18]4[N:19]=[CH:20][NH:21][C:22]=4[CH3:23])[C:15](=[O:16])[C:7]=3[C:6]=2[CH:5]=[CH:4][CH:3]=1 |f:2.3|. Yields the product FC1=CC=CC=2C3=C(N(C12)C)CCN(C3=O)CC=3N=CNC3C (6-Fluoro2,3,4,5-tetrahydro-5-methyl-2-[(5-methyl-1H-imidazol-4-yl)methyl]-1H-pyrido[4,3-b]indol-1-one). Starting materials: FC1=CC=CC=2C3=C(N(C12)C)CCN(C3=O)CC=3N=CN(C3C)CCOC (6-fluoro-2,3,4,5-tetrahydro-2-[[1-(methoxyethyl)-5-methyl -1H-imidazol-4-yl]methyl]-5-methyl-1H-pyrido[4,3-b]indol-1-one), FC1=CC=CC=2C3=C(N(C12)C)CCN(C3=O)CC3=C(N=CN3COC)C (6-fluoro-2,3,4,5-tetrahydro-2-[[1-(methoxymethyl)-4-methyl-1H-imidazol-5-yl]methyl]-5-methyl-1H-pyrido[4,3-b]indol-1-one), [OH-].[Na+] (sodium hydroxide). The reactants are O=C([O-])[O-], CN(C)C=O, CCOC(C)=O, N#Cc1c(F)cccc1Sc1ccccn1, [K+], [K+], CN1CCN(C2CCC(n3nc(-c4ccc(O)cc4)c4c(N)ncnc43)CC2)CC1, [Na+], [OH-]. Product: CN1CCN(C2CCC(n3nc(-c4ccc(Oc5cccc(Sc6ccccn6)c5C#N)cc4)c4c(N)ncnc43)CC2)CC1. As a reaction SMILES: [C:47](=[O:48])([O-:49])[O-:50].[CH3:55][N:56]([CH3:57])[CH:58]=[O:59].[CH3:60][CH2:61][O:62][C:63](=[O:64])[CH3:65].[F:31][c:32]1[c:33]([C:34]#[N:35])[c:36]([S:40][c:41]2[n:42][cH:43][cH:44][cH:45][cH:46]2)[cH:37][cH:38][cH:39]1.[K+:51].[K+:52].[NH2:1][c:2]1[c:3]2[c:4]([n:5][cH:6][n:7]1)[n:8]([CH:18]1[CH2:19][CH2:20][CH:21]([N:24]3[CH2:25][CH2:26][N:27]([CH3:30])[CH2:28][CH2:29]3)[CH2:22][CH2:23]1)[n:9][c:10]2-[c:11]1[cH:12][cH:13][c:14]([OH:17])[cH:15][cH:16]1.[Na+:54].[OH-:53]>>[NH2:1][c:2]1[c:3]2[c:4]([n:5][cH:6][n:7]1)[n:8]([CH:18]1[CH2:19][CH2:20][CH:21]([N:24]3[CH2:25][CH2:26][N:27]([CH3:30])[CH2:28][CH2:29]3)[CH2:22][CH2:23]1)[n:9][c:10]2-[c:11]1[cH:12][cH:13][c:14]([O:17][c:32]2[c:33]([C:34]#[N:35])[c:36]([S:40][c:41]3[n:42][cH:43][cH:44][cH:45][cH:46]3)[cH:37][cH:38][cH:39]2)[cH:15][cH:16]1.